Dataset: the Open Reaction Database (ORD), a public repository of structured organic reaction records. Task: describe an organic reaction: reactants, conditions, products, and yield Reactants: Cc1oc(Br)cc1C=O, COCCOC, COc1cccc(B(O)O)c1F, [Na+], [Na+], O=C([O-])[O-], O, c1ccc(P(c2ccccc2)(c2ccccc2)[Pd](P(c2ccccc2)(c2ccccc2)c2ccccc2)(P(c2ccccc2)(c2ccccc2)c2ccccc2)P(c2ccccc2)(c2ccccc2)c2ccccc2)cc1. Yields the product COc1cccc(-c2cc(C=O)c(C)o2)c1F. As a reaction SMILES: [Br:1][c:2]1[cH:3][c:4]([CH:8]=[O:9])[c:5]([CH3:7])[o:6]1.[CH3:28][O:29][CH2:30][CH2:31][O:32][CH3:33].[F:10][c:11]1[c:12]([B:19]([OH:20])[OH:21])[cH:13][cH:14][cH:15][c:16]1[O:17][CH3:18].[Na+:22].[Na+:23].[O-:24][C:25](=[O:26])[O-:27].[OH2:111].[cH:34]1[cH:35][cH:36][c:37]([P:38]([Pd:39]([P:40]([c:41]2[cH:42][cH:43][cH:44][cH:45][cH:46]2)([c:47]2[cH:48][cH:49][cH:50][cH:51][cH:52]2)[c:53]2[cH:54][cH:55][cH:56][cH:57][cH:58]2)([P:59]([c:60]2[cH:61][cH:62][cH:63][cH:64][cH:65]2)([c:66]2[cH:67][cH:68][cH:69][cH:70][cH:71]2)[c:72]2[cH:73][cH:74][cH:75][cH:76][cH:77]2)[P:78]([c:79]2[cH:80][cH:81][cH:82][cH:83][cH:84]2)([c:85]2[cH:86][cH:87][cH:88][cH:89][cH:90]2)[c:91]2[cH:92][cH:93][cH:94][cH:95][cH:96]2)([c:97]2[cH:98][cH:99][cH:100][cH:101][cH:102]2)[c:103]2[cH:104][cH:105][cH:106][cH:107][cH:108]2)[cH:109][cH:110]1>>[c:2]1(-[c:12]2[c:11]([F:10])[c:16]([O:17][CH3:18])[cH:15][cH:14][cH:13]2)[cH:3][c:4]([CH:8]=[O:9])[c:5]([CH3:7])[o:6]1. Starting materials: C(C)(C)OC(=O)N1CCC(CC1)C1OC2=C(C1)C=C(C=C2)B2OC(C(O2)(C)C)(C)C (4-[5-(4,4,5,5-tetramethyl-[1,3,2]dioxaborolan-2-yl)-2,3-dihydro-benzofuran-2-yl]-piperidine-1-carboxylic acid isopropyl ester), BrC1=CC=C(C#N)C=C1 (4-bromo-benzonitrile). Yields the product C(C)(C)OC(=O)N1CCC(CC1)C1OC2=C(C1)C=C(C=C2)C2=CC=C(C=C2)C#N (4-[5-(4-Cyano-phenyl)-2,3-dihydro-benzofuran-2-yl]-piperidine-1-carboxylic acid isopropyl ester). Yield: 66.0%. As a reaction SMILES: [CH:1]([O:4][C:5]([N:7]1[CH2:12][CH2:11][CH:10]([CH:13]2[CH2:17][C:16]3[CH:18]=[C:19](B4OC(C)(C)C(C)(C)O4)[CH:20]=[CH:21][C:15]=3[O:14]2)[CH2:9][CH2:8]1)=[O:6])([CH3:3])[CH3:2].Br[C:32]1[CH:39]=[CH:38][C:35]([C:36]#[N:37])=[CH:34][CH:33]=1>>[CH:1]([O:4][C:5]([N:7]1[CH2:8][CH2:9][CH:10]([CH:13]2[CH2:17][C:16]3[CH:18]=[C:19]([C:32]4[CH:39]=[CH:38][C:35]([C:36]#[N:37])=[CH:34][CH:33]=4)[CH:20]=[CH:21][C:15]=3[O:14]2)[CH2:11][CH2:12]1)=[O:6])([CH3:2])[CH3:3]. Reported procedure: The title compound is prepared from 4-[5-(4,4,5,5-tetramethyl-[1,3,2]dioxaborolan-2-yl)-2,3-dihydro-benzofuran-2-yl]-piperidine-1-carboxylic acid isopropyl ester and 4-bromo-benzonitrile following a procedure analogous to that described in Example 1. Yield: 66% of theory; LC (method 1): tR=1.52 min; Mass spectrum (ESI+): m/z=391 [M+H]+. Reactants: BrC1=C(C=C(C=C1)I)F (1-bromo-2-fluoro-4-iodobenzene), C(C)(C)[Mg]Cl (i-PrMgCl), O=C1CC(C1)C(=O)OC(C)(C)C (tert-butyl 3-oxocyclobutane-1-carboxylate). Run in O1CCCC1 (tetrahydrofuran). Reaction conditions: temperature 0 celsius, time 30 minute. Yields the product BrC1=C(C=C(C=C1)C1(CC(C1)C(=O)OC(C)(C)C)O)F (tert-butyl 3-(4-bromo-3-fluorophenyl)-3-hydroxycyclobutane-1-carboxylate). The yield is 93.5%. Reaction SMILES: [Br:1][C:2]1[CH:7]=[CH:6][C:5](I)=[CH:4][C:3]=1[F:9].C([Mg]Cl)(C)C.[O:15]=[C:16]1[CH2:19][CH:18]([C:20]([O:22][C:23]([CH3:26])([CH3:25])[CH3:24])=[O:21])[CH2:17]1>O1CCCC1>[Br:1][C:2]1[CH:7]=[CH:6][C:5]([C:16]2([OH:15])[CH2:17][CH:18]([C:20]([O:22][C:23]([CH3:25])([CH3:24])[CH3:26])=[O:21])[CH2:19]2)=[CH:4][C:3]=1[F:9]. Procedure details: Into a 2000-mL 4-necked round-bottom flask purged and maintained with an inert atmosphere of nitrogen was placed a solution of 1-bromo-2-fluoro-4-iodobenzene (58 g, 192.76 mmol, 1.00 equiv) in tetrahydrofuran (600 mL), followed by the addition of i-PrMgCl (96.3 mL, 1.00 equiv) dropwise with stirring at 0° C. over 30 min. The mixture was stirred at 0° C. for 3 h. To this was added tert-butyl 3-oxocyclobutane-1-carboxylate (32.7 g, 192.12 mmol, 1.00 equiv) dropwise with stirring at −78° C. over 10... Starting materials: C([C@H]([C@@H]1C(=C(C(=O)O1)O)O)O)O (erythorbic acid), C(C)(C)(C)OO (t-butyl hydroperoxide), mixture #2, mixture #1, monomer, mixture #1, N (ammonia), initiator. Solvent: O (water), O (water). Conditions: temperature 50 celsius, time 30 minute. Product: C(C(=C)C)(=O)OCC1CO1 (glycidyl methacrylate). As a reaction SMILES: [C:1](OO)(C)(C)C.[CH2:7]([OH:18])[C@@H:8](O)[C@H:9]1[O:14][C:12](=[O:13])[C:11](O)=[C:10]1O.N>O>[C:12]([O:14][CH2:9][CH:8]1[O:18][CH2:7]1)(=[O:13])[C:11]([CH3:10])=[CH2:1]. Reported procedure: The initiator solution consisted of 2.5 g of 70% t-butyl hydroperoxide dissolved in 25 g of water and the reducing agent solution consisted of 1.4 g of erythorbic acid, 0.5 g of aqua ammonia, and 25 g of water. The reactor contents were heated to 50° C. and 52.8 g of monomer mixture #1 was added to the reactor. Two ml of the initiator solution and 1 ml of the reducing agent solution were separately added to the reactor. Polymerization was started. The remaining monomer mixture #1 was added over ...